The task is: describe an organic reaction: reactants, conditions, products, and yield. This data is from the Open Reaction Database (ORD), a public repository of structured organic reaction records. Procedure details: A solution of E)(E)(S) 3-{4-[3-(4′-{3-[(tert-butyidimethylsilanyl)-methoxy]-1-methylpropenyl}-biphenyl-4-yl)-but-2-enyloxy]-phenyl}-2-ethoxy-propionic acid ethyl ester (1.18 g, 1.84 mmol) in dry THF was cooled on ice and slowly added a 1.1M solution of tetrabutylammonium fluoride in THF (1.93 mL, 1.93 mmol). The reaction mixture was stirred at room temperature for 3 h. The mixture was diluted with water and ethyl acetate, the aqueous layer collected and further extracted with ethyl acetate. The ... The solvent is C1CCOC1 (THF), O (water), C(C)(=O)OCC (ethyl acetate), C1CCOC1 (THF). Reaction conditions: time 3 hour. Product: C(C)OC([C@H](CC1=CC=C(C=C1)OC\C=C(/C)\C1=CC=C(C=C1)C1=CC=C(C=C1)\C(=C\CO)\C)OCC)=O ((E)(E)(S) 2-ethoxy-3-(4-{3-[4′-{3-hydroxy-1-methyl-propenyl)-biphenyl-4-yl]-but-2-enyloxy}-phenyl)-propionic acid ethyl ester). The yield is 99.3%. Starting materials: solution, [F-].C(CCC)[N+](CCCC)(CCCC)CCCC (tetrabutylammonium fluoride), C(C)OC([C@H](CC1=CC=C(C=C1)OC\C=C(/C)\C1=CC=C(C=C1)C1=CC=C(C=C1)C(=CCOC[Si](C)(C)C(C)(C)C)C)OCC)=O ((E)(S) 3-{4-[3-(4′-{3-[(tert-butyidimethylsilanyl)-methoxy]-1-methylpropenyl}-biphenyl-4-yl)-but-2-enyloxy]-phenyl}-2-ethoxy-propionic acid ethyl ester). Reaction SMILES: [CH2:1]([O:3][C:4](=[O:46])[C@@H:5]([O:43][CH2:44][CH3:45])[CH2:6][C:7]1[CH:12]=[CH:11][C:10]([O:13][CH2:14]/[CH:15]=[C:16](/[C:18]2[CH:23]=[CH:22][C:21]([C:24]3[CH:29]=[CH:28][C:27]([C:30]([CH3:42])=[CH:31][CH2:32][O:33]C[Si](C(C)(C)C)(C)C)=[CH:26][CH:25]=3)=[CH:20][CH:19]=2)\[CH3:17])=[CH:9][CH:8]=1)[CH3:2].[F-].C([N+](CCCC)(CCCC)CCCC)CCC>C1COCC1.O.C(OCC)(=O)C>[CH2:1]([O:3][C:4](=[O:46])[C@@H:5]([O:43][CH2:44][CH3:45])[CH2:6][C:7]1[CH:8]=[CH:9][C:10]([O:13][CH2:14]/[CH:15]=[C:16](/[C:18]2[CH:23]=[CH:22][C:21]([C:24]3[CH:29]=[CH:28][C:27](/[C:30](/[CH3:42])=[CH:31]/[CH2:32][OH:33])=[CH:26][CH:25]=3)=[CH:20][CH:19]=2)\[CH3:17])=[CH:11][CH:12]=1)[CH3:2] |f:1.2|. Reported procedure: A suspension of (S)-2-(4-benzyloxy-phenylcarbamoyl)-pyrrolidine-1-carboxylic acid benzyl ester (7.0 g, 16.3 mmol) in ethanol/water (70 mL/7 mL) was hydrogenated over 10% palladium on carbon (0.41 g) at 55 psi of hydrogen, at 50° C., for 5 hours. The mixture was cooled, and the catalyst was removed by filtration. The solvent was evaporated in vacuo. The residue was dissolved in hot ethanol (30 mL) and treated with a saturated solution of hydrogen chloride in ethanol (3 mL). The product crystalliz... Yields the product OC1=CC=C(C=C1)NC(=O)[C@H]1NCCC1 ((S)-Pyrrolidine-2-carboxylic acid (4-hydroxy-phenyl)-amide). Reaction SMILES: C(OC([N:11]1[CH2:15][CH2:14][CH2:13][C@H:12]1[C:16](=[O:32])[NH:17][C:18]1[CH:23]=[CH:22][C:21]([O:24]CC2C=CC=CC=2)=[CH:20][CH:19]=1)=O)C1C=CC=CC=1.[H][H]>C(O)C.O.[Pd]>[OH:24][C:21]1[CH:20]=[CH:19][C:18]([NH:17][C:16]([C@@H:12]2[CH2:13][CH2:14][CH2:15][NH:11]2)=[O:32])=[CH:23][CH:22]=1 |f:2.3|. Run in C(C)O.O (ethanol water). Starting materials: C(C1=CC=CC=C1)OC(=O)N1[C@@H](CCC1)C(NC1=CC=C(C=C1)OCC1=CC=CC=C1)=O ((S)-2-(4-benzyloxy-phenylcarbamoyl)-pyrrolidine-1-carboxylic acid benzyl ester), [H][H] (hydrogen). Reagents/catalysts: [Pd] (palladium on carbon). Reactants: ClCCCOC1=CC=C(C=C1)F (1-(3-chloropropoxy)-4-fluorobenzene), O[C@@H]1CNCC[C@@H]1NC(C1=CC=CC=C1)=O (cis-N-(3-hydroxy-4-piperidinyl)benzamide), C([O-])([O-])=O.[Na+].[Na+] (sodium carbonate), [I-].[K+] (potassium iodide). The solvent is CC(CC(C)=O)C (4-methyl-2-pentanone). Yields the product FC1=CC=C(OCCCN2C[C@H]([C@H](CC2)NC(C2=CC=CC=C2)=O)O)C=C1 (cis-N-[1-[3-(4-fluorophenoxy)propyl]-3-hydroxy-4-piperidinyl]benzamide). Yield: 57.0%. As a reaction SMILES: Cl[CH2:2][CH2:3][CH2:4][O:5][C:6]1[CH:11]=[CH:10][C:9]([F:12])=[CH:8][CH:7]=1.[OH:13][C@H:14]1[C@@H:19]([NH:20][C:21](=[O:28])[C:22]2[CH:27]=[CH:26][CH:25]=[CH:24][CH:23]=2)[CH2:18][CH2:17][NH:16][CH2:15]1.C(=O)([O-])[O-].[Na+].[Na+].[I-].[K+]>CC(C)CC(=O)C>[F:12][C:9]1[CH:10]=[CH:11][C:6]([O:5][CH2:4][CH2:3][CH2:2][N:16]2[CH2:17][CH2:18][C@H:19]([NH:20][C:21](=[O:28])[C:22]3[CH:27]=[CH:26][CH:25]=[CH:24][CH:23]=3)[C@H:14]([OH:13])[CH2:15]2)=[CH:7][CH:8]=1 |f:2.3.4,5.6|. Procedure details: A mixture of 4.1 parts of 1-(3-chloropropoxy)-4-fluorobenzene, 4.4 parts of cis-N-(3-hydroxy-4-piperidinyl)benzamide, 3.8 parts of sodium carbonate, 0.1 parts of potassium iodide and 160 parts of 4-methyl-2-pentanone was stirred and refluxed for 20 hours. The reaction mixture was cooled to room temperature and washed with water. The organic phase was dried, filtered and evaporated. The residue was crystallized from 2-propanol, yielding 4.2 parts (57%) of cis-N-[1-[3-(4-fluorophenoxy)propyl]-3-hy... Starting materials: ClC=1C=C(CN)C=CC1OC (3-chloro-4-methoxybenzylamine), ClC=1N=C(C2=C(N1)SC(=C2)[N+](=O)[O-])Cl (2,4-dichloro-6-nitro-thieno-[2,3-d]-pyrimidine). Yields the product N1=CN=CC2=C1SC=C2 (thieno-[2,3-d]-pyrimidine). RXN SMILES: ClC1C=C(C=CC=1OC)CN.Cl[C:13]1[N:14]=[C:15](Cl)[C:16]2[CH:21]=[C:20]([N+]([O-])=O)[S:19][C:17]=2[N:18]=1>>[N:18]1[C:17]2[S:19][CH:20]=[CH:21][C:16]=2[CH:15]=[N:14][CH:13]=1. Procedure: Following the procedure of Example 1, the reaction of 3-chloro-4-methoxybenzylamine with 2,4-dichloro-6-nitro-thieno-[2,3-d]-pyrimidine yields 2-chloro-6-nitro-4-93-chloro-4-methoxybenzylamino)-thieno-[2,3-d]-pyrimidine Reactants: C[C@@H]1C[C@@H](C[C@@H]1C1=NC=C2N1C1=C(N=C2)N(C=C1)S(=O)(=O)C1=CC=C(C)C=C1)NS(=O)(=O)N1C(OCC1)=O (N-((1S,3R,4S)-3-methyl-4-(6-tosyl-6H-imidazo[1,5-a]pyrrolo[2,3-e]pyrazin-1-yl)cyclopentyl)-2-oxooxazolidine-3-sulfonamide), FC([C@@H]1NCCC1)(F)F ((R)-2-trifluoromethylpyrrolidine), TEA, Cl.CN (methanamine hydrochloride), C(C)(=O)N[C@H]1C[C@H]([C@H](C1)C(=O)O)C ((1S,2R,4S)-4-acetamido-2-methylcyclopentanecarboxylic acid). Run in CC#N (MeCN). The product is C[C@@H]1C[C@@H](C[C@@H]1C1=NC=C2N1C1=C(N=C2)N(C=C1)S(=O)(=O)C1=CC=C(C)C=C1)NS(=O)(=O)N1[C@H](CCC1)C(F)(F)F ((R)-N-((1S,3R,4S)-3-methyl-4-(6-tosyl-6H-imidazo[1,5-a]pyrrolo[2,3-e]pyrazin-1-yl)cyclopentyl)-2-(trifluoromethyl)pyrrolidine-1-sulfonamide). Yield: 75.3%. RXN SMILES: [CH3:1][C@H:2]1[C@@H:6]([C:7]2[N:11]3[C:12]4[CH:18]=[CH:17][N:16]([S:19]([C:22]5[CH:28]=[CH:27][C:25]([CH3:26])=[CH:24][CH:23]=5)(=[O:21])=[O:20])[C:13]=4[N:14]=[CH:15][C:10]3=[CH:9][N:8]=2)[CH2:5][C@@H:4]([NH:29][S:30](N2CCOC2=O)(=[O:32])=[O:31])[CH2:3]1.Cl.CN.C(N[C@@H]1C[C@H](C(O)=O)[C@H](C)C1)(=O)C.[F:55][C:56]([F:63])([F:62])[C@H:57]1[CH2:61][CH2:60][CH2:59][NH:58]1>CC#N>[CH3:1][C@H:2]1[C@@H:6]([C:7]2[N:11]3[C:12]4[CH:18]=[CH:17][N:16]([S:19]([C:22]5[CH:28]=[CH:27][C:25]([CH3:26])=[CH:24][CH:23]=5)(=[O:20])=[O:21])[C:13]=4[N:14]=[CH:15][C:10]3=[CH:9][N:8]=2)[CH2:5][C@@H:4]([NH:29][S:30]([N:58]2[CH2:59][CH2:60][CH2:61][C@@H:57]2[C:56]([F:63])([F:62])[F:55])(=[O:32])=[O:31])[CH2:3]1 |f:1.2|. Reported procedure: To a solution of N-((1S,3R,4S)-3-methyl-4-(6-tosyl-6H-imidazo[1,5-a]pyrrolo[2,3-e]pyrazin-1-yl)cyclopentyl)-2-oxooxazolidine-3-sulfonamide (0.200 g, 0.261 mmol, prepared from 5-tosyl-5H-pyrrolo[2,3-b]pyrazin-2-yl)methanamine hydrochloride (WO2009152133) and (1S,2R,4S)-4-acetamido-2-methylcyclopentanecarboxylic acid [prepared from ethyl 4-amino-2-methyl-cyclopentanecarboxylate (WO2009152133) using G, AA, and Z] using H, OO, BB, and ZZ) and (R)-2-trifluoromethylpyrrolidine (0.055 g, 0.392 mmol) in... The reactants are BrC1=NC=C(C=C1)C(=O)O (2-bromopyridine-5-carboxylic acid), C(C)OC(=O)N1C(C=CC2=CC=CC=C12)OCC (N-ethoxycarbonyl-2-ethoxy-1,2-dihydroquinoline), C(C)O (ethanol). Solvent: ClCCl (dichloromethane). Run at time 1 hour. The product is C(C)OC(=O)C=1C=CC(=NC1)Br (2-bromopyridine-5-carboxylic acid ethyl ester). Isolated yield 82.5%. RXN SMILES: [Br:1][C:2]1[CH:7]=[CH:6][C:5]([C:8]([OH:10])=[O:9])=[CH:4][N:3]=1.[CH2:11](OC(N1C2C(=CC=CC=2)C=CC1OCC)=O)[CH3:12].C(O)C>ClCCl>[CH2:11]([O:9][C:8]([C:5]1[CH:6]=[CH:7][C:2]([Br:1])=[N:3][CH:4]=1)=[O:10])[CH3:12]. Reported procedure: A mixture of 2-bromopyridine-5-carboxylic acid (J.Org.Chem., 12, 456 (1947)) (2.32 g, 11.49 mmol) and N-ethoxycarbonyl-2-ethoxy-1,2-dihydroquinoline (3.12 g, 12.64 mmol) in dichloromethane (30 ml) was stired at room temperature for 1 hour under nitrogen. Absolute ethanol (5 ml) was added and the mixture stirred for 30 minutes and then concentrated under reduced pressure. The residue was partitioned between dichloromethane (40 ml) and 10% w/w aqueous potassium carbonate solution (40 ml). The aque... Starting materials: CCOP(=O)(CC(=O)OC(C)(C)C)OCC, CCOC(C)=O, CN(C)C=O, CC(C)I, [H-], [Na+]. As a reaction SMILES: [CH2:1]([CH3:2])[O:3][P:4](=[O:5])([O:6][CH2:7][CH3:8])[CH2:9][C:10](=[O:11])[O:12][C:13]([CH3:14])([CH3:15])[CH3:16].[CH3:23][CH2:24][O:25][C:26](=[O:27])[CH3:28].[CH3:29][N:30]([CH3:31])[CH:32]=[O:33].[CH:19]([CH3:20])([CH3:21])[I:22].[H-:17].[Na+:18]>>[CH2:1]([CH3:2])[O:3][P:4](=[O:5])([O:6][CH2:7][CH3:8])[CH:9]([C:10](=[O:11])[O:12][C:13]([CH3:14])([CH3:15])[CH3:16])[CH:19]([CH3:20])[CH3:21]. Yields the product CCOP(=O)(OCC)C(C(=O)OC(C)(C)C)C(C)C. The reactants are Cl, CC1(O)C(O)C(CO)SC1n1ccc2c(Cl)nc(N)nc21, [Na+], [OH-]. Product: CC1(O)C(O)C(CO)SC1n1ccc2c(=O)[nH]c(N)nc21. RXN SMILES: [ClH:22].[NH2:1][c:2]1[n:3][c:4]([Cl:21])[c:5]2[c:6]([n:7]1)[n:8]([CH:11]1[C:12]([OH:13])([CH3:20])[CH:14]([OH:15])[CH:16]([CH2:18][OH:19])[S:17]1)[cH:9][cH:10]2.[Na+:24].[OH-:23]>>[NH2:1][c:2]1[nH:3][c:4](=[O:23])[c:5]2[c:6]([n:7]1)[n:8]([CH:11]1[C:12]([OH:13])([CH3:20])[CH:14]([OH:15])[CH:16]([CH2:18][OH:19])[S:17]1)[cH:9][cH:10]2. The reactants are [N+](=[N-])=CC(=O)[C@H]1N(CCC1)C(=O)OC(C)(C)C (tert-Butyl (2S)-2-(diazoacetyl)-1-pyrrolidinecarboxylate), CO (methanol), C (Norit), solution. The reagents and catalysts are C(C1=CC=CC=C1)(=O)[O-].[Ag+] (Silver benzoate). The solvent is TEA. Product: methyl ester, C(=O)(OC(C)(C)C)N1[C@H](C(=O)O)CCC1 (Boc-proline). As a reaction SMILES: [N+](=C[C:4]([C@@H:6]1[CH2:10][CH2:9][CH2:8][N:7]1[C:11]([O:13][C:14]([CH3:17])([CH3:16])[CH3:15])=[O:12])=[O:5])=[N-].C.C[OH:20]>C([O-])(=O)C1C=CC=CC=1.[Ag+]>[C:11]([N:7]1[CH2:8][CH2:9][CH2:10][C@H:6]1[C:4]([OH:5])=[O:20])([O:13][C:14]([CH3:17])([CH3:16])[CH3:15])=[O:12] |f:3.4|. Reported procedure: tert-Butyl (2S)-2-(diazoacetyl)-1-pyrrolidinecarboxylate (16 g, 46 mmol) was dissolved in 50 mL anhydrous methanol. Silver benzoate (0.1 mL of a 1 g solution in 12 mL TEA) was added. After 14 at room temperature, Norit was added and the mixture was concentrated in vacuo. Purifcation on SiO2 (hexanes:EtOAc 6:1 then 4:1) provided the methyl ester as a clear oil (8.35 g, 34.3 mmol, 69% from Boc-proline): 1H NMR (400 MHz, CDCl3) δ 4.12 (bs, 1H), 3.65 (s, 3H), 3.34 (m, 2H), 2.85 (m, 1H), 2.29 (dd, J=...